From a dataset of the Open Reaction Database (ORD), a public repository of structured organic reaction records. describe an organic reaction: reactants, conditions, products, and yield Reactants: O[C@H](C)[C@@H]1[C@@H]2N(C(C([C@@H]2C)=O)C(=O)OCC2=CC=C(C=C2)[N+](=O)[O-])C1=O (4-nitrobenzyl (1R,5R,6S)-6-[(1R)-1-hydroxyethyl]-1-methyl-2-oxo-1-carbapenam-3-carboxylate), C1(=CC=CC=C1)P(=O)(C1=CC=CC=C1)Cl (diphenylphosphoryl chloride), C(C)(C)N(CC)C(C)C (diisopropylethylamine), C(C)(C)N(CC)C(C)C (diisopropylethylamine), OCCN1CCN(CC1)C(=O)[C@H]1N(C[C@H](C1)S)C(=O)OCC1=CC=C(C=C1)[N+](=O)[O-] ((2S,4S)-2-[4-(2-hydroxyethyl)-1-piperazinylcarbonyl]-4-mercapto-1-(4-nitrobenzyloxycarbonyl)pyrrolidine). The solvent is C(C)#N (acetonitrile), C(C)#N (acetonitrile). Conditions: time 1 hour. The product is OCCN1CCN(CC1)C(=O)[C@H]1N(C[C@H](C1)SC=1[C@@H]([C@H]2N(C1C(=O)OCC1=CC=C(C=C1)[N+](=O)[O-])C([C@@H]2[C@@H](C)O)=O)C)C(=O)OCC2=CC=C(C=C2)[N+](=O)[O-] (4-Nitrobenzyl (1R,5S,6S)-2-[(2S,4S)-2-[4-(2-hydroxyethyl)-1-piperazinylcarbonyl]-1-(4-nitrobenzyloxycarbonyl)pyrrolidin-4-ylthio]-6-[(1R)-1-hydroxyethyl]-1-methyl-1-carbapen-2-em-3-carboxylate). The yield is 52.5%. RXN SMILES: C1(P(Cl)(C2C=CC=CC=2)=O)C=CC=CC=1.C(N(C(C)C)CC)(C)C.[OH:25][C@@H:26]([C@H:28]1[C:49](=[O:50])[N:30]2[CH:31]([C:36]([O:38][CH2:39][C:40]3[CH:45]=[CH:44][C:43]([N+:46]([O-:48])=[O:47])=[CH:42][CH:41]=3)=[O:37])[C:32](=O)[C@H:33]([CH3:34])[C@H:29]12)[CH3:27].[OH:51][CH2:52][CH2:53][N:54]1[CH2:59][CH2:58][N:57]([C:60]([C@@H:62]2[CH2:66][C@H:65]([SH:67])[CH2:64][N:63]2[C:68]([O:70][CH2:71][C:72]2[CH:77]=[CH:76][C:75]([N+:78]([O-:80])=[O:79])=[CH:74][CH:73]=2)=[O:69])=[O:61])[CH2:56][CH2:55]1>C(#N)C>[OH:51][CH2:52][CH2:53][N:54]1[CH2:55][CH2:56][N:57]([C:60]([C@@H:62]2[CH2:66][C@H:65]([S:67][C:32]3[C@H:33]([CH3:34])[C@@H:29]4[C@@H:28]([C@H:26]([OH:25])[CH3:27])[C:49](=[O:50])[N:30]4[C:31]=3[C:36]([O:38][CH2:39][C:40]3[CH:41]=[CH:42][C:43]([N+:46]([O-:48])=[O:47])=[CH:44][CH:45]=3)=[O:37])[CH2:64][N:63]2[C:68]([O:70][CH2:71][C:72]2[CH:73]=[CH:74][C:75]([N+:78]([O-:80])=[O:79])=[CH:76][CH:77]=2)=[O:69])=[O:61])[CH2:58][CH2:59]1. Procedure details: 1.82 ml of diphenylphosphoryl chloride and 1.54 ml of diisopropylethylamine were added dropwise, whilst ice-cooling, to a solution of 3.0 g of 4-nitrobenzyl (1R,5R,6S)-6-[(1R)-1-hydroxyethyl]-1-methyl-2-oxo-1-carbapenam-3-carboxylate in 38 ml of dry acetonitrile, and the resulting mixture was stirred at the same temperature for 1 hour. 1.54 ml of diisopropylethylamine and a solution of 3.63 g of (2S,4S)-2-[4-(2-hydroxyethyl)-1-piperazinylcarbonyl]-4-mercapto-1-(4-nitrobenzyloxycarbonyl)pyrrolidi...